From a dataset of the Open Reaction Database (ORD), a public repository of structured organic reaction records. describe an organic reaction: reactants, conditions, products, and yield The reactants are CCOC(=O)c1cn(C)c2nc3cc(F)c(F)cc3cc2c1=O, c1ccc(C2CNCCN2)cc1. Yields the product CCOC(=O)c1cn(C)c2nc3cc(N4CCNC(c5ccccc5)C4)c(F)cc3cc2c1=O. RXN SMILES: [CH2:1]([CH3:2])[O:3][C:4](=[O:5])[c:6]1[c:7](=[O:23])[c:8]2[cH:9][c:10]3[c:11]([n:12][c:13]2[n:14]([CH3:16])[cH:15]1)[cH:17][c:18]([F:22])[c:19]([F:21])[cH:20]3.[c:24]1([CH:30]2[NH:31][CH2:32][CH2:33][NH:34][CH2:35]2)[cH:25][cH:26][cH:27][cH:28][cH:29]1>>[CH2:1]([CH3:2])[O:3][C:4](=[O:5])[c:6]1[c:7](=[O:23])[c:8]2[cH:9][c:10]3[c:11]([n:12][c:13]2[n:14]([CH3:16])[cH:15]1)[cH:17][c:18]([N:34]1[CH2:33][CH2:32][NH:31][CH:30]([c:24]2[cH:25][cH:26][cH:27][cH:28][cH:29]2)[CH2:35]1)[c:19]([F:21])[cH:20]3.